This data is from the Open Reaction Database (ORD), a public repository of structured organic reaction records. The task is: describe an organic reaction: reactants, conditions, products, and yield Reactants: FC=1C=C(OC2=CC(=CC3=C2CC(O3)(C)C)C(=O)O)C=C(C1)F (4-(3,5-difluoro-phenoxy)-2,2-dimethyl-2,3-dihydro-benzofuran-6-carboxylic acid), CCN=C=NCCCN(C)C (EDCI), C=1C=CC2=C(C1)N=NN2O (HOBt), CN1CCOCC1 (NMM), CN1N=C(C=C1)N (1-methyl-1H-pyrazol-3-amine). Run in C(Cl)Cl (CH2Cl2). Reaction conditions: time 8 hour. Product: CN1N=C(C=C1)NC(=O)C1=CC2=C(CC(O2)(C)C)C(=C1)OC1=CC(=CC(=C1)F)F (4-(3,5-Difluoro-phenoxy)-2,2-dimethyl-2,3-dihydro-benzofuran-6-carboxylic acid (1-methyl-1H-pyrazol-3-yl)-amide). Isolated yield 24.8%. As a reaction SMILES: [F:1][C:2]1[CH:3]=[C:4]([CH:20]=[C:21]([F:23])[CH:22]=1)[O:5][C:6]1[C:11]2[CH2:12][C:13]([CH3:16])([CH3:15])[O:14][C:10]=2[CH:9]=[C:8]([C:17]([OH:19])=O)[CH:7]=1.CCN=C=NCCCN(C)C.C1C=CC2N(O)N=NC=2C=1.CN1CCOCC1.[CH3:52][N:53]1[CH:57]=[CH:56][C:55]([NH2:58])=[N:54]1>C(Cl)Cl>[CH3:52][N:53]1[CH:57]=[CH:56][C:55]([NH:58][C:17]([C:8]2[CH:7]=[C:6]([O:5][C:4]3[CH:20]=[C:21]([F:23])[CH:22]=[C:2]([F:1])[CH:3]=3)[C:11]3[CH2:12][C:13]([CH3:15])([CH3:16])[O:14][C:10]=3[CH:9]=2)=[O:19])=[N:54]1. Reported procedure: To a mixture of 4-(3,5-difluoro-phenoxy)-2,2-dimethyl-2,3-dihydro-benzofuran-6-carboxylic acid (113b) (0.308 g, 0.00096 mol), EDCI (0.28 g, 0.0015 mol), HOBt (0.21 g, 0.0015 mol) and NMM (0.49 g, 0.0048 mol) in CH2Cl2 (15 mL) was added 1-methyl-1H-pyrazol-3-amine (0.11 g, 0.001 mol) in one portion. The mixture was stirred at room temperature overnight. The reaction mixture was washed with water, aq. citric acid and then sat. NaHCO3. The organic phase was dried over Na2SO4 and concentrated to giv... The reactants are CC(C)(C)OC(=O)N=C(NC(=O)OC(C)(C)C)n1cccn1, O=C([O-])[O-], C1CCOC1, [Cl-], [K+], [K+], [NH4+], NCc1ccc(CN(Cc2nc3ccccc3[nH]2)C2CCCc3cccnc32)cc1. Product: CC(C)(C)OC(=O)N=C(NCc1ccc(CN(Cc2nc3ccccc3[nH]2)C2CCCc3cccnc32)cc1)NC(=O)OC(C)(C)C. Reaction SMILES: [C:31]([CH3:32])([CH3:33])([CH3:34])[O:35][C:36](=[O:37])[NH:38][C:39](=[N:40][C:41](=[O:42])[O:43][C:44]([CH3:45])([CH3:46])[CH3:47])[n:48]1[cH:49][cH:50][cH:51][n:52]1.[C:53](=[O:54])([O-:55])[O-:56].[CH2:59]1[O:60][CH2:61][CH2:62][CH2:63]1.[Cl-:64].[K+:57].[K+:58].[NH4+:65].[nH:1]1[c:2]([CH2:10][N:11]([CH2:12][c:13]2[cH:14][cH:15][c:16]([CH2:19][NH2:20])[cH:17][cH:18]2)[CH:21]2[CH2:22][CH2:23][CH2:24][c:25]3[cH:26][cH:27][cH:28][n:29][c:30]32)[n:3][c:4]2[c:5]1[cH:6][cH:7][cH:8][cH:9]2>>[n:1]1[c:2]([CH2:10][N:11]([CH2:12][c:13]2[cH:14][cH:15][c:16]([CH2:19][NH:20][C:39](=[N:38][C:36]([O:35][C:31]([CH3:32])([CH3:33])[CH3:34])=[O:37])[NH:40][C:41](=[O:42])[O:43][C:44]([CH3:45])([CH3:46])[CH3:47])[cH:17][cH:18]2)[CH:21]2[CH2:22][CH2:23][CH2:24][c:25]3[cH:26][cH:27][cH:28][n:29][c:30]32)[nH:3][c:4]2[c:5]1[cH:6][cH:7][cH:8][cH:9]2. Starting materials: CN1CCCC1=O (NMP), N1(N=NC2=C1C=CC=C2)OC2=NC=C(C(=N2)NC2=CC(=CC=C2)C)C(=O)N (2-(benzotriazol-1-yloxy)-4-[(3-methylphenyl)amino]pyrimidine-5-carboxamide), BrC=1C=C(C=CC1O)CCN (2-(3-bromo-4-hydroxyphenyl)ethylamine), C(C)(C)N(CC)C(C)C (diisopropylethylamine). Solvent: O (water). Conditions: temperature 80 celsius, time 2 hour. The product is BrC=1C=C(C=CC1O)CCNC1=NC=C(C(=N1)NC1=CC(=CC=C1)C)C(=O)N (2-{[2-(3-bromo-4-hydroxyphenyl)ethyl]amino}-4-[(3-methylphenyl)amino]pyrimidine-5-carboxamide). The yield is 27.2%. Reaction SMILES: CN1C(=O)CCC1.N1(O[C:18]2[N:23]=[C:22]([NH:24][C:25]3[CH:30]=[CH:29][CH:28]=[C:27]([CH3:31])[CH:26]=3)[C:21]([C:32]([NH2:34])=[O:33])=[CH:20][N:19]=2)C2C=CC=CC=2N=N1.[Br:35][C:36]1[CH:37]=[C:38]([CH2:43][CH2:44][NH2:45])[CH:39]=[CH:40][C:41]=1[OH:42].C(N(C(C)C)CC)(C)C>O>[Br:35][C:36]1[CH:37]=[C:38]([CH2:43][CH2:44][NH:45][C:18]2[N:23]=[C:22]([NH:24][C:25]3[CH:30]=[CH:29][CH:28]=[C:27]([CH3:31])[CH:26]=3)[C:21]([C:32]([NH2:34])=[O:33])=[CH:20][N:19]=2)[CH:39]=[CH:40][C:41]=1[OH:42]. Procedure details: A 6 ml portion of NMP solution containing 600 mg of 2-(benzotriazol-1-yloxy)-4-[(3-methylphenyl)amino]pyrimidine-5-carboxamide was mixed with 538 mg of 2-(3-bromo-4-hydroxyphenyl)ethylamine and 0.72 ml of diisopropylethylamine, followed by stirring at 80° C. for 2 hours. The reaction mixture was cooled down to room temperature, and then mixed with water and extracted with ethyl aceatate. The organic layer was washed with saturated brine, the solvent was evaporated, and then the resulting residue... Yields the product CCCc1c(Cc2ccc(-c3ccccc3C#N)cc2)c(=O)n(C2CCN(CCO)CC2)c2ncnn12. RXN SMILES: [Br:35][CH2:36][CH2:37][OH:38].[CH3:45][CH2:46][OH:47].[Na+:39].[Na+:40].[O-:41][C:42](=[O:43])[O-:44].[O:1]=[c:2]1[n:3]([CH:29]2[CH2:30][CH2:31][NH:32][CH2:33][CH2:34]2)[c:4]2[n:5]([c:6]([CH2:23][CH2:24][CH3:25])[c:7]1[CH2:8][c:9]1[cH:10][cH:11][c:12](-[c:15]3[c:16]([C:21]#[N:22])[cH:17][cH:18][cH:19][cH:20]3)[cH:13][cH:14]1)[n:26][cH:27][n:28]2.[OH2:48]>>[O:1]=[c:2]1[n:3]([CH:29]2[CH2:30][CH2:31][N:32]([CH2:36][CH2:37][OH:38])[CH2:33][CH2:34]2)[c:4]2[n:5]([c:6]([CH2:23][CH2:24][CH3:25])[c:7]1[CH2:8][c:9]1[cH:10][cH:11][c:12](-[c:15]3[c:16]([C:21]#[N:22])[cH:17][cH:18][cH:19][cH:20]3)[cH:13][cH:14]1)[n:26][cH:27][n:28]2. Reactants: OCCBr, CCO, [Na+], [Na+], O=C([O-])[O-], CCCc1c(Cc2ccc(-c3ccccc3C#N)cc2)c(=O)n(C2CCNCC2)c2ncnn12, O. Reactants: CO, COC(=O)C(c1ccccc1)C(C)C, [Na+], [OH-], O. Yields the product CC(C)C(C(=O)O)c1ccccc1. As a reaction SMILES: [CH3:17][OH:18].[CH3:1][O:2][C:3]([CH:4]([CH:5]([CH3:6])[CH3:7])[c:8]1[cH:9][cH:10][cH:11][cH:12][cH:13]1)=[O:14].[Na+:16].[OH-:15].[OH2:19]>>[O:2]=[C:3]([CH:4]([CH:5]([CH3:6])[CH3:7])[c:8]1[cH:9][cH:10][cH:11][cH:12][cH:13]1)[OH:14].